The task is: describe an organic reaction: reactants, conditions, products, and yield. This data is from the Open Reaction Database (ORD), a public repository of structured organic reaction records. Reaction SMILES: [NH2:1][C:2]1[CH:3]=[C:4]([NH2:20])[C:5]2[O:10][CH:9]([C:11]([Cl:14])([Cl:13])[Cl:12])[O:8][CH:7]([C:15]([Cl:18])([Cl:17])[Cl:16])[C:6]=2[CH:19]=1.C(O[C:25](=[O:27])[CH3:26])(=O)C.[C:28](Cl)(=[O:30])[CH3:29]>>[C:28]([N:1]([C:25](=[O:27])[CH3:26])[C:2]1[CH:3]=[C:4]([N:20]([C:9](=[O:10])[CH3:11])[C:7](=[O:8])[CH3:6])[C:5]2[O:10][CH:9]([C:11]([Cl:12])([Cl:13])[Cl:14])[O:8][CH:7]([C:15]([Cl:18])([Cl:17])[Cl:16])[C:6]=2[CH:19]=1)(=[O:30])[CH3:29]. Procedure: A mixture of 6,8-diamino-2,4-bis(trichloromethyl)benzo[1,3]dioxin (1 g.), acetic anhydride (25 ml.) and acetyl chloride (2 ml.) was heated on the steam bath for 10 hours. After cooling, the reaction mixture was evaporated to dryness under reduced pressure, and the residue was triturated with aqueous ethanol. The solid product thus obtained was crystallised from ethanol to give 6,8-bis(diacetylamino)-2,4-bis(trichloromethyl)benzo[1,3]dioxin, m.p. 182°-183° C. The product is C(C)(=O)N(C=1C=C(C2=C(C(OC(O2)C(Cl)(Cl)Cl)C(Cl)(Cl)Cl)C1)N(C(C)=O)C(C)=O)C(C)=O (6,8-bis(diacetylamino)-2,4-bis(trichloromethyl)benzo[1,3]dioxin). Reactants: NC=1C=C(C2=C(C(OC(O2)C(Cl)(Cl)Cl)C(Cl)(Cl)Cl)C1)N (6,8-diamino-2,4-bis(trichloromethyl)benzo[1,3]dioxin), C(C)(=O)OC(C)=O (acetic anhydride), C(C)(=O)Cl (acetyl chloride). Starting materials: OO (hydrogen peroxide), C1=CC=CC=2C(C3=CC=CC=C3C(C12)O)O (9,10-dihydroanthracene-9,10-diol), C1=CC=CC=2C(C3=CC=CC=C3C(C12)O)O (9,10-dihydroanthracene-9,10-diol), ON1C(C=2C(C1=O)=CC=CC2)=O (N-hydroxyphthalimide), O=O (oxygen). Run in C(C)(=O)OCC (ethyl acetate). Yields the product C1=CC=CC=2C(C3=CC=CC=C3C(C12)=O)=O (anthraquinone). Yield: 24.0%. Reaction SMILES: [CH:1]1[C:14]2[CH:13]([OH:15])[C:12]3[C:7](=[CH:8][CH:9]=[CH:10][CH:11]=3)[CH:6]([OH:16])[C:5]=2[CH:4]=[CH:3][CH:2]=1.ON1C(=O)C2=CC=CC=C2C1=O.O=O.OO>C(OCC)(=O)C>[CH:8]1[C:7]2[C:6](=[O:16])[C:5]3[C:14](=[CH:1][CH:2]=[CH:3][CH:4]=3)[C:13](=[O:15])[C:12]=2[CH:11]=[CH:10][CH:9]=1. Procedure: A mixture of 5 mmol of 9,10-dihydroanthracene-9,10-diol, 0.5 mmol of N-hydroxyphthalimide, and 5 ml of ethyl acetate was stirred at 75° C. in an oxygen atmosphere (1 atm) for 18 hours. An iodometric analysis of a reaction mixture revealed that hydrogen peroxide was formed in yield of 36%. Separately, as a result of a gas chromatographic analysis of the reaction mixture, the conversion rate from 9,10-dihydroanthracene-9,10-diol was 27%, and anthraquinone was formed in yield of 24%. Yields the product Cc1cc(C)c(C)c(-c2cc3cnc(NCCCN4CCN(C)CC4)nc3nc2N)c1C. RXN SMILES: [CH3:1][c:2]1[c:3](-[c:11]2[cH:12][c:13]3[c:14]([n:15][c:16]([NH2:19])[n:17][cH:18]3)[n:20][c:21]2[NH2:22])[c:4]([CH3:10])[c:5]([CH3:9])[cH:6][c:7]1[CH3:8].[NH2:23][S:24](=[O:25])(=[O:26])[OH:27].[NH2:28][CH2:29][CH2:30][CH2:31][N:32]1[CH2:33][CH2:34][N:35]([CH3:38])[CH2:36][CH2:37]1>>[CH3:1][c:2]1[c:3](-[c:11]2[cH:12][c:13]3[c:14]([n:15][c:16]([NH:19][CH2:29][CH2:30][CH2:31][N:32]4[CH2:33][CH2:34][N:35]([CH3:38])[CH2:36][CH2:37]4)[n:17][cH:18]3)[n:20][c:21]2[NH2:22])[c:4]([CH3:10])[c:5]([CH3:9])[cH:6][c:7]1[CH3:8]. Starting materials: Cc1cc(C)c(C)c(-c2cc3cnc(N)nc3nc2N)c1C, NS(=O)(=O)O, CN1CCN(CCCN)CC1. The reactants are C(C1=CC=CC=C1)OC=1C(=NC(=NC1O)CC1(CCCC1)C1=CC(=CC=C1)Cl)C(=O)OC(C)(C)C (tert-butyl 5-(benzyloxy)-2-((1-(3-chlorophenyl)cyclopentyl)methyl)-6-hydroxypyrimidine-4-carboxylate), C(C1=CC=CC=C1)OC=1C(=NC(=NC1O)CC1(CCCC1)C1=CC=C(C=C1)C(F)(F)F)C(=O)O (5-benzyloxy-6-hydroxy-2-[1-(4-trifluoromethyl-phenyl)-cyclopentylmethyl]-pyrimidine-4-carboxylic acid). Product: C(C1=CC=CC=C1)OC=1C(=NC(=NC1O)CC1(CCCC1)C1=CC(=CC=C1)Cl)C(=O)O (5-(Benzyloxy)-2-((1-(3-chlorophenyl)cyclopentyl)methyl)-6-hydroxypyrimidine-4-carboxylic acid). RXN SMILES: [CH2:1]([O:8][C:9]1[C:10]([C:29]([O:31]C(C)(C)C)=[O:30])=[N:11][C:12]([CH2:16][C:17]2([C:22]3[CH:27]=[CH:26][CH:25]=[C:24]([Cl:28])[CH:23]=3)[CH2:21][CH2:20][CH2:19][CH2:18]2)=[N:13][C:14]=1[OH:15])[C:2]1[CH:7]=[CH:6][CH:5]=[CH:4][CH:3]=1.C(OC1C(C(O)=O)=NC(CC2(C3C=CC(C(F)(F)F)=CC=3)CCCC2)=NC=1O)C1C=CC=CC=1>>[CH2:1]([O:8][C:9]1[C:10]([C:29]([OH:31])=[O:30])=[N:11][C:12]([CH2:16][C:17]2([C:22]3[CH:27]=[CH:26][CH:25]=[C:24]([Cl:28])[CH:23]=3)[CH2:18][CH2:19][CH2:20][CH2:21]2)=[N:13][C:14]=1[OH:15])[C:2]1[CH:7]=[CH:6][CH:5]=[CH:4][CH:3]=1. Reported procedure: 5-(Benzyloxy)-2-((1-(3-chlorophenyl)cyclopentyl)methyl)-6-hydroxypyrimidine-4-carboxylic acid (501) was synthesized as a white solid from tert-butyl 5-(benzyloxy)-2-((1-(3-chlorophenyl)cyclopentyl)methyl)-6-hydroxypyrimidine-4-carboxylate (500) following the procedure described for 5-benzyloxy-2-[1-(4-trifluoromethyl-phenyl)-cyclopentylmethyl]-6-hydroxypyrimidine-4-carboxylic acid (244). Yields the product C(C)(C)(C)[SiH2]OC(C1C(C(CC1)(C)C(CCC(C(C)C)[Si](C1=CC=CC=C1)(C1=CC=CC=C1)C(C)(C)C)C)(C)C)(C1=CC=CC=C1)C1=CC=CC=C1 ({6-[3-(tert-butyl-diphenyl-silanyloxymethyl)-1,2,2-trimethyl-cyclo-pentyl]-2-methyl-heptan-3-yl}-tert-butyl-diphenyl-silane). As a reaction SMILES: [Si:1]([O:18][CH2:19][C@@H:20]1[CH2:24][CH2:23][C@@:22]([C@@H:26]([CH3:34])[CH2:27][CH2:28][C@@H:29](O)[CH:30]([CH3:32])[CH3:31])([CH3:25])[C:21]1([CH3:36])[CH3:35])([C:14]([CH3:17])([CH3:16])[CH3:15])(C1C=CC=CC=1)C1C=CC=CC=1.N1[CH:41]=[CH:40]N=C1.[Si:42](Cl)([C:55]([CH3:58])([CH3:57])[CH3:56])([C:49]1[CH:54]=[CH:53][CH:52]=[CH:51][CH:50]=1)[C:43]1[CH:48]=[CH:47][CH:46]=[CH:45][CH:44]=1.Cl>N1C=CC=CC=1.C(OCC)C.O>[C:14]([SiH2:1][O:18][C:19]([C:41]1[CH:40]=[CH:51][CH:50]=[CH:49][CH:54]=1)([C:43]1[CH:48]=[CH:47][CH:46]=[CH:45][CH:44]=1)[CH:20]1[CH2:24][CH2:23][C:22]([CH:26]([CH3:34])[CH2:27][CH2:28][CH:29]([Si:42]([C:55]([CH3:56])([CH3:57])[CH3:58])([C:43]2[CH:48]=[CH:47][CH:46]=[CH:45][CH:44]=2)[C:49]2[CH:54]=[CH:53][CH:52]=[CH:51][CH:50]=2)[CH:30]([CH3:32])[CH3:31])([CH3:25])[C:21]1([CH3:35])[CH3:36])([CH3:17])([CH3:15])[CH3:16]. Starting materials: Cl (hydrogen chloride), [Si](C1=CC=CC=C1)(C1=CC=CC=C1)(C(C)(C)C)OC[C@H]1C([C@@](CC1)(C)[C@H](CC[C@H](C(C)C)O)C)(C)C ((3R,6S)-6-((1R,3R)-3-(tert-butyldiphenylsilyloxy-methyl)-1,2,2-trimethylcyclopentyl )-2-methylheptan-3-ol), N1C=NC=C1 (imidazole), [Si](C1=CC=CC=C1)(C1=CC=CC=C1)(C(C)(C)C)Cl (tert-butyl-diphenylsilyl chloride). Reported procedure: To a solution of intermediate (16) (0.045 g, 0.088 mmol) and imidazole (0.0252 g, 0.366 mmol) in dry pyridine (1 mL) was added tert-butyl-diphenylsilyl chloride (97 μL, 0.366 mmol) at 20° C. and the reaction mixture was stirred for 48 hours. Water (30 mL) and diethyl ether (30 mL) were added and the mixture was neutralized to pH=6 using a 1 N hydrogen chloride solution. The aqueous layer was extracted with diethyl ether and the combined organic layers were dried over anhydrous MgSO4. The solvent... Run at time 48 hour. Run in C(C)OCC (diethyl ether), O (Water), N1=CC=CC=C1 (pyridine).